From a dataset of the Open Reaction Database (ORD), a public repository of structured organic reaction records. describe an organic reaction: reactants, conditions, products, and yield The reactants are CNC(CC#N)=O (N-methylcyanoacetamide), C(C)OC(CC(=O)C)=O (acetoacetic acid ethyl ester), CN (monomethylamine). Solvent: O (water), S(O)(O)(=O)=O (sulphuric acid), O (water). Reaction conditions: temperature 90 celsius. Yields the product CN1C(C(=C(C=C1O)C)C#N)=O (1,4-dimethyl-3-cyano-6-hydroxypyrid-2-one). The yield is 95.0%. Reaction SMILES: [CH3:1][NH:2][C:3](=[O:7])[CH2:4][C:5]#[N:6].C([O:10][C:11](=O)[CH2:12][C:13]([CH3:15])=O)C.CN>O.S(=O)(=O)(O)O>[CH3:1][N:2]1[C:11]([OH:10])=[CH:12][C:13]([CH3:15])=[C:4]([C:5]#[N:6])[C:3]1=[O:7]. Procedure: 250 parts of water, 98 parts of N-methylcyanoacetamide and 169 parts of acetoacetic acid ethyl ester are initially placed in an autoclave, 40 parts of gaseous monomethylamine are injected, while stirring, and the reaction mixture is then heated at 90° C. for 3 hours, a pressure of 2.9 bars being generated. The batch is diluted with 400 parts of water, 80 parts of 61% strength sulphuric acid are added at 30°-35° C., the batch is cooled to 20° C. and the precipitate which has been formed is filter...